From a dataset of the Open Reaction Database (ORD), a public repository of structured organic reaction records. describe an organic reaction: reactants, conditions, products, and yield Solvent: C(C)N(CC)CC (triethylamine). Product: C(#C)C1=CC=C(C(=O)OCC)C=C1 (Ethyl 4-Ethynylbenzoate). Starting materials: IC1=CC=C(C(=O)OCC)C=C1 (ethyl 4-iodobenzoate), C[Si](C)(C)C#C ((trimethylsilyl)acetylene), solution, [F-].C(CCC)[N+](CCCC)(CCCC)CCCC (tetrabutylammonium fluoride), C1CCOC1 (THF). The reagents and catalysts are C1=CC=C(C=C1)P(C2=CC=CC=C2)C3=CC=CC=C3.C1=CC=C(C=C1)P(C2=CC=CC=C2)C3=CC=CC=C3.Cl[Pd]Cl (bis(triphenylphosphine)palladium (II) chloride), [Cu]I (copper (I) iodide). Reaction SMILES: I[C:2]1[CH:12]=[CH:11][C:5]([C:6]([O:8][CH2:9][CH3:10])=[O:7])=[CH:4][CH:3]=1.C[Si]([C:17]#[CH:18])(C)C.[F-].C([N+](CCCC)(CCCC)CCCC)CCC.C1COCC1>C1C=CC(P(C2C=CC=CC=2)C2C=CC=CC=2)=CC=1.C1C=CC(P(C2C=CC=CC=2)C2C=CC=CC=2)=CC=1.Cl[Pd]Cl.[Cu]I.C(N(CC)CC)C>[C:17]([C:2]1[CH:12]=[CH:11][C:5]([C:6]([O:8][CH2:9][CH3:10])=[O:7])=[CH:4][CH:3]=1)#[CH:18] |f:2.3,5.6.7|. Reported procedure: A solution of ethyl 4-iodobenzoate (6.9 g, 25 mmol), (trimethylsilyl)acetylene (7.1 mL, 50 mmol) and triethylamine (200 mL) was purged with argon for 10 minutes, and then treated with bis(triphenylphosphine)palladium (II) chloride (175 mg, 0.25 mmol) and copper (I) iodide (48 mg, 0.25 mmol). The suspension was stirred at room temperature for 3 hours and concentrated under the vacuum of a water aspirator. The residue was dissolved in hexane and washed with 10% aqueous HCl. The layers were separat... Reaction conditions: time 3 hour. Starting materials: CC1=CN=C(C(=C1OC)C)C[S@](=O)C2=NC3=C(N2)C=C(C=C3)OC ((S)-omeprazole), C1(CCCCC1)[C@@H](C)N ((R)-1-cyclohexyl ethyl amine). Solvent: C(C)#N (acetonitrile). Conditions: time 45 minute. The product is C1(CCCCC1)[C@@H](C)[NH3+].COC1=CC2=C(NC(=N2)[S@@](=O)CC2=NC=C(C(=C2C)OC)C)C=C1 ((S)-5-methoxy-2-[[(4-methoxy-3,5-dimethyl-2-pyridinyl)-methyl]sulfinyl]-1H-benzimidazole (R)-1-cyclohexylethyl Ammonium Salt). Isolated yield 36.4%. RXN SMILES: [CH3:1][C:2]1[C:7]([O:8][CH3:9])=[C:6]([CH3:10])[C:5]([CH2:11][S@@:12]([C:14]2[NH:18][C:17]3[CH:19]=[C:20]([O:23][CH3:24])[CH:21]=[CH:22][C:16]=3[N:15]=2)=[O:13])=[N:4][CH:3]=1.[CH:25]1([C@H:31]([NH2:33])[CH3:32])[CH2:30][CH2:29][CH2:28][CH2:27][CH2:26]1>C(#N)C>[CH:25]1([C@H:31]([NH3+:33])[CH3:32])[CH2:30][CH2:29][CH2:28][CH2:27][CH2:26]1.[CH3:24][O:23][C:20]1[CH:21]=[CH:22][C:16]2[NH:15][C:14]([S@:12]([CH2:11][C:5]3[C:6]([CH3:10])=[C:7]([O:8][CH3:9])[C:2]([CH3:1])=[CH:3][N:4]=3)=[O:13])=[N:18][C:17]=2[CH:19]=1 |f:3.4|. Procedure: (S)-omeprazole (1.0 g, 2.9 mmol) was dissolved in acetonitrile (10 ml). (R)-1-cyclohexyl ethyl amine (0.83 ml, 5.7 mmol) was added to the solution whereupon a white solid precipitated. After 45 minutes acetonitril (10 ml) was added to the thick reaction mass and stirring was continued for 45 minutes. The precipitate was filtered off, washed with acetonitrile, and dried. 0.5 g of the title compound was obtained. Reactants: N(=[N+]=[N-])C(C1=CC=C(COC2=C(C(=C(C=C2)C(C)=O)O)CCC)C=C1)C1=CC(=CC=C1)C=1N=NNN1 (1-[4-(4-{azido-[3-(2H-tetrazol-5-yl)-phenyl]-methyl}-benzyloxy)-2-hydroxy-3-propyl-phenyl]-ethanone), C1(=CC=CC=C1)P(C1=CC=CC=C1)C1=CC=CC=C1 (triphenylphosphine), O (water). The solvent is O1CCCC1 (tetrahydrofuran). Reaction conditions: time 48 hour. Yields the product NC(C1=CC=C(COC2=C(C(=C(C=C2)C(C)=O)O)CCC)C=C1)C1=CC(=CC=C1)C1=NN=NN1 (1-[4-(4-{amino-[3-(1H-tetrazol-5-yl)-phenyl]-methyl}-benzyloxy)-2-hydroxy-3-propyl-phenyl]-ethanone). Yield: 52.5%. As a reaction SMILES: [N:1]([CH:4]([C:26]1[CH:31]=[CH:30][CH:29]=[C:28]([C:32]2[N:33]=[N:34][NH:35][N:36]=2)[CH:27]=1)[C:5]1[CH:25]=[CH:24][C:8]([CH2:9][O:10][C:11]2[CH:16]=[CH:15][C:14]([C:17](=[O:19])[CH3:18])=[C:13]([OH:20])[C:12]=2[CH2:21][CH2:22][CH3:23])=[CH:7][CH:6]=1)=[N+]=[N-].C1(P(C2C=CC=CC=2)C2C=CC=CC=2)C=CC=CC=1.O>O1CCCC1>[NH2:1][CH:4]([C:26]1[CH:31]=[CH:30][CH:29]=[C:28]([C:32]2[NH:36][N:35]=[N:34][N:33]=2)[CH:27]=1)[C:5]1[CH:25]=[CH:24][C:8]([CH2:9][O:10][C:11]2[CH:16]=[CH:15][C:14]([C:17](=[O:19])[CH3:18])=[C:13]([OH:20])[C:12]=2[CH2:21][CH2:22][CH3:23])=[CH:7][CH:6]=1. Reported procedure: A mixture of 1-[4-(4-{azido-[3-(2H-tetrazol-5-yl)-phenyl]-methyl}-benzyloxy)-2-hydroxy-3-propyl-phenyl]-ethanone (340 mg, 0.703 mmol), triphenylphosphine (195 mg, 0.74 mmol), water (0.5 mL), and tetrahydrofuran (5 mL) is stirred at room temperature 48 hr. The mixture is filtered, the cake is washed with tetrahydrofuran (2 mL) and dried under vacuum to give the title compound 169 mg, 52%, as a white solid. 1H NMR (DMSO-d6) δ 12.86 (s, 1H), 8.9 (bs, 2H), 8.18 (s, 1H), 7.98 (d, 1H), 7.80 (d, 1H), 7... Starting materials: C(C1=CC=CC=C1)N (benzylamine), BrCCC=C (4-bromobut-1-ene). The reagents and catalysts are [I-].[Na+] (sodium iodide). Run in C(C)O (ethanol). Run at temperature 75 celsius. The product is C(C1=CC=CC=C1)NCCC=C (N-benzylbut-3-en-1-amine). Isolated yield 84413.4%. As a reaction SMILES: [CH2:1]([NH2:8])[C:2]1[CH:7]=[CH:6][CH:5]=[CH:4][CH:3]=1.Br[CH2:10][CH2:11][CH:12]=[CH2:13]>C(O)C.[I-].[Na+]>[CH2:1]([NH:8][CH2:13][CH2:12][CH:11]=[CH2:10])[C:2]1[CH:7]=[CH:6][CH:5]=[CH:4][CH:3]=1 |f:3.4|. Reported procedure: To a solution of benzylamine (100 mL, 0.9 mol) and 4-bromobut-1-ene (25 g, 0.18 mmol) in ethanol (250 mL) was added sodium iodide (1.0 g, 6.7 mmol). The reaction mixture was degassed via argon bubbling for 20 min then heated to 75° C. for 4 h. After cooling, the reaction mixture was diluted with dichloromethane (1 L) and 1M KOH (500 mL) was added. The two phases were separated and the aqueous layer was further extracted with dichloromethane (3×200 mL). The combined organic layers were dried over... The reactants are [OH-].[Na+] (sodium hydroxide), solution, CC1=C(CN)C=CC=C1C (2,3-dimethylbenzylamine), ClCCN=C=O (2-chloroethylisocyanate). The solvent is O1CCOCC1 (1,4-dioxane), C(C)(=O)OCC (ethyl acetate). Reaction conditions: time 18 hour. Yields the product CC1=C(C=CC=C1C)CNC=1OCCN1 (((2,3-dimethylphenyl)methyl)-1,3-oxazolin-2-ylamine). Yield: 53.6%. As a reaction SMILES: [CH3:1][C:2]1[C:9]([CH3:10])=[CH:8][CH:7]=[CH:6][C:3]=1[CH2:4][NH2:5].Cl[CH2:12][CH2:13][N:14]=[C:15]=[O:16].[OH-].[Na+]>O1CCOCC1.C(OCC)(=O)C>[CH3:1][C:2]1[C:9]([CH3:10])=[CH:8][CH:7]=[CH:6][C:3]=1[CH2:4][NH:5][C:15]1[O:16][CH2:12][CH2:13][N:14]=1 |f:2.3|. Procedure details: A mixture of 1.0 gram (0.0074 mole) of 2,3-dimethylbenzylamine and 0.69 gram (0.0081 mole) of 2-chloroethylisocyanate in 10 mL of 1,4-dioxane was heated to reflux where it stirred for about 18 hours. The reaction mixture was allowed to cool and an aqueous solution of sodium hydroxide (4.0 mL of a 3.0 molar solution) was added. The reaction mixture was heated to reflux for about 18 hours then allowed to cool to ambient temperature. The reaction mixture was concentrated under reduced pressure to l... Starting materials: CN(C1=CC=C(C=C1)CN(C(=O)C1CCCC2=CC=C(C=C12)O)C1=CC=C(C=C1)C(C)C)C (N-[(4-dimethylaminophenyl)methyl]-7-hydroxy-N-(4-isopropylphenyl)-1,2,3,4-tetrahydronaphthalene-1-carboxamide), IC(C)C (2-iodopropane). The product is CN(C1=CC=C(C=C1)CN(C(=O)C1CCCC2=CC=C(C=C12)OC(C)C)C1=CC=C(C=C1)C(C)C)C (N-[(4-dimethylaminophenyl)methyl]-7-isopropoxy-N-(4-isopropylphenyl)-1,2,3,4-tetrahydronaphthalene-1-carboxamide). RXN SMILES: [CH3:1][N:2]([CH3:33])[C:3]1[CH:8]=[CH:7][C:6]([CH2:9][N:10]([C:24]2[CH:29]=[CH:28][C:27]([CH:30]([CH3:32])[CH3:31])=[CH:26][CH:25]=2)[C:11]([CH:13]2[C:22]3[C:17](=[CH:18][CH:19]=[C:20]([OH:23])[CH:21]=3)[CH2:16][CH2:15][CH2:14]2)=[O:12])=[CH:5][CH:4]=1.I[CH:35]([CH3:37])[CH3:36]>>[CH3:1][N:2]([CH3:33])[C:3]1[CH:8]=[CH:7][C:6]([CH2:9][N:10]([C:24]2[CH:25]=[CH:26][C:27]([CH:30]([CH3:31])[CH3:32])=[CH:28][CH:29]=2)[C:11]([CH:13]2[C:22]3[C:17](=[CH:18][CH:19]=[C:20]([O:23][CH:35]([CH3:37])[CH3:36])[CH:21]=3)[CH2:16][CH2:15][CH2:14]2)=[O:12])=[CH:5][CH:4]=1. Procedure: By the reaction and treatment in the same manner as in Example 106 using N-[(4-dimethylaminophenyl)methyl]-7-hydroxy-N-(4-isopropylphenyl)-1,2,3,4-tetrahydronaphthalene-1-carboxamide (0.5 g) and 2-iodopropane (0.17 mL) as starting materials, N-[(4-dimethylaminophenyl)methyl]-7-isopropoxy-N-(4-isopropylphenyl)-1,2,3,4-tetrahydronaphthalene-1-carboxamide (35 mg) was obtained.